Dataset: the Open Reaction Database (ORD), a public repository of structured organic reaction records. Task: describe an organic reaction: reactants, conditions, products, and yield The reactants are CC(=O)c1csc(-c2ccc(OC(F)(F)F)cc2)c1O, COC(=O)C1CCN(C(=S)NN)CC1. Product: COC(=O)C1CCN(C(=S)NN=C(C)c2csc(-c3ccc(OC(F)(F)F)cc3)c2O)CC1. As a reaction SMILES: [F:1][C:2]([O:3][c:4]1[cH:5][cH:6][c:7](-[c:10]2[c:11]([OH:18])[c:12]([C:15]([CH3:16])=[O:17])[cH:13][s:14]2)[cH:8][cH:9]1)([F:19])[F:20].[NH:21]([NH2:22])[C:23](=[S:24])[N:25]1[CH2:26][CH2:27][CH:28]([C:31](=[O:32])[O:33][CH3:34])[CH2:29][CH2:30]1>>[F:1][C:2]([O:3][c:4]1[cH:5][cH:6][c:7](-[c:10]2[c:11]([OH:18])[c:12]([C:15]([CH3:16])=[N:22][NH:21][C:23](=[S:24])[N:25]3[CH2:26][CH2:27][CH:28]([C:31](=[O:32])[O:33][CH3:34])[CH2:29][CH2:30]3)[cH:13][s:14]2)[cH:8][cH:9]1)([F:19])[F:20]. The reactants are [Al+3], C1CCOC1, CN(C)CCC(C#N)c1ccc(-c2ccncc2)cc1, CO, ClCCl, [H-], [H-], [H-], [H-], [Li+], [Na+], [OH-], O. Yields the product CN(C)CCC(O)c1ccc(-c2ccncc2)cc1. RXN SMILES: [Al+3:22].[CH2:34]1[O:35][CH2:36][CH2:37][CH2:38]1.[CH3:1][N:2]([CH2:3][CH2:4][CH:5]([C:6]#[N:7])[c:8]1[cH:9][cH:10][c:11](-[c:14]2[cH:15][cH:16][n:17][cH:18][cH:19]2)[cH:12][cH:13]1)[CH3:20].[CH3:27][OH:28].[Cl:29][CH2:30][Cl:31].[H-:21].[H-:24].[H-:25].[H-:26].[Li+:23].[Na+:33].[OH-:32].[OH2:39]>>[CH3:1][N:2]([CH2:3][CH2:4][CH:5]([c:8]1[cH:9][cH:10][c:11](-[c:14]2[cH:15][cH:16][n:17][cH:18][cH:19]2)[cH:12][cH:13]1)[OH:28])[CH3:20].